From a dataset of the Open Reaction Database (ORD), a public repository of structured organic reaction records. describe an organic reaction: reactants, conditions, products, and yield The product is NC=1C(=NC(=NC1)C1=CC=CC=C1)NCC(=O)N(CCC)CCC (2-(5-amino-2-phenyl-4-pyrimidinylamino)-N,N-dipropylacetamide). Procedure details: A mixture of 2-(5-nitro-2-phenyl-4-pyrimidinylamino)-N,N-dipropylacetamide (1.9 g) obtained in Example 121, ethanol (60 ml) and 10% palladiumcarbon (0.2 g) is stirred at room temperature for three hours under hydrogen atmosphere, and the reaction mixture is filtered. The filtrate is concentrated under reduced pressure, and recrystallized from diethyl ether to give the desired compound (1.5 g), m.p. 120-122° C. Solvent: C(C)O (ethanol). The reactants are [N+](=O)([O-])C=1C(=NC(=NC1)C1=CC=CC=C1)NCC(=O)N(CCC)CCC (2-(5-nitro-2-phenyl-4-pyrimidinylamino)-N,N-dipropylacetamide). Run at time 3 hour. Isolated yield 86.2%. The reagents and catalysts are [C].[Pd] (palladiumcarbon). Reaction SMILES: [N+:1]([C:4]1[C:5]([NH:16][CH2:17][C:18]([N:20]([CH2:24][CH2:25][CH3:26])[CH2:21][CH2:22][CH3:23])=[O:19])=[N:6][C:7]([C:10]2[CH:15]=[CH:14][CH:13]=[CH:12][CH:11]=2)=[N:8][CH:9]=1)([O-])=O>[C].[Pd].C(O)C>[NH2:1][C:4]1[C:5]([NH:16][CH2:17][C:18]([N:20]([CH2:24][CH2:25][CH3:26])[CH2:21][CH2:22][CH3:23])=[O:19])=[N:6][C:7]([C:10]2[CH:15]=[CH:14][CH:13]=[CH:12][CH:11]=2)=[N:8][CH:9]=1 |f:1.2|. Reactants: CCOC(=O)CN(C(=O)C(C)CSCC)C1CCCC1, Cl, [Na+], [OH-]. Yields the product CCSCC(C)C(=O)N(CC(=O)O)C1CCCC1. RXN SMILES: [CH2:1]([CH3:2])[O:3][C:4]([CH2:5][N:6]([CH:7]1[CH2:8][CH2:9][CH2:10][CH2:11]1)[C:12]([CH:13]([CH2:14][S:15][CH2:16][CH3:17])[CH3:18])=[O:19])=[O:20].[ClH:21].[Na+:23].[OH-:22]>>[O:3]=[C:4]([CH2:5][N:6]([CH:7]1[CH2:8][CH2:9][CH2:10][CH2:11]1)[C:12]([CH:13]([CH2:14][S:15][CH2:16][CH3:17])[CH3:18])=[O:19])[OH:20]. Reactants: O=C([O-])[O-], CCC(C)=O, C#CC(C)(C)Cl, Oc1ccc(SC(F)(F)F)cc1, [I-], [K+], [K+], [K+]. The product is C#CC(C)(C)Oc1ccc(SC(F)(F)F)cc1. Reaction SMILES: [C:1](=[O:2])([O-:3])[O-:4].[CH3:27][C:28](=[O:29])[CH2:30][CH3:31].[Cl:21][C:22]([C:23]#[CH:24])([CH3:25])[CH3:26].[F:9][C:10]([S:11][c:12]1[cH:13][cH:14][c:15]([OH:18])[cH:16][cH:17]1)([F:19])[F:20].[I-:8].[K+:5].[K+:6].[K+:7]>>[F:9][C:10]([S:11][c:12]1[cH:13][cH:14][c:15]([O:18][C:22]([C:23]#[CH:24])([CH3:25])[CH3:26])[cH:16][cH:17]1)([F:19])[F:20]. Reactants: C(C)(CC)[Li] (sec-butyl lithium). Run in C1=CC=CC=C1 (benzene). The product is C=CC1=CC=CC=C1.C=CC=C (styrene/butadiene), ( 4 ). As a reaction SMILES: [CH:1]([Li])([CH2:3][CH3:4])[CH3:2]>C1C=CC=CC=1>[CH2:4]=[CH:3][C:1]1[CH:2]=[CH:4][CH:3]=[CH:1][CH:2]=1.[CH2:2]=[CH:1][CH:3]=[CH2:4] |f:2.3|. Procedure details: A 3-arm star styrene/butadiene block copolymer was synthesized using standard high vacuum techniques, M. Morton et al., J. Rubber Chem. and Technol., 48, 359 (1975). An example of the general polymerization procedure is as follows: A 1000 ml all-glass reactor was attached to the vacuum line and flamed with a hand torch to remove surface moisture. Approximately 500 ml of benzene was distilled into the apparatus and magnetic stirring was commenced. An ampule containing 0.0165 mol of sec-butyl lith... The reactants are peroxide, peroxide, S(=O)([O-])[O-].[Na+].[Na+] (sodium sulfite), OO (hydrogen peroxide), ferric chloride hexahydrate, C(C)(=O)O (acetic acid), ON1C(CC(CC1(C)C)OC(CCCCCCCCCCCCCCCCC)=O)(C)C (1-oxyl-4-octadecanoyloxy-2,2,6,6-tetramethylpiperidine), ferric chloride, ferric chloride hexahydrate, peroxide. Reagents/catalysts: C(C)(=O)O (acetic acid), C(C)(=O)O (acetic acid). Run in O (water), C(C)#N (acetonitrile), C1CCCCC1 (cyclohexane), O (water), O (water). Product: C1(CCCCC1)ON1C(CC(CC1(C)C)OC(CCCCCCCCCCCCCCCCC)=O)(C)C (1-Cyclohexyloxy-4-octadecanoyloxy-2,2,6,6-tetramethylpiperidine). Isolated yield 511.4%. Reaction SMILES: [C:1](O)(=O)[CH3:2].[OH:5][N:6]1[C:11]([CH3:13])([CH3:12])[CH2:10][CH:9]([O:14][C:15](=[O:33])[CH2:16][CH2:17][CH2:18][CH2:19][CH2:20][CH2:21][CH2:22][CH2:23][CH2:24][CH2:25][CH2:26][CH2:27][CH2:28][CH2:29][CH2:30][CH2:31][CH3:32])[CH2:8][C:7]1([CH3:35])[CH3:34].OO.S([O-])([O-])=O.[Na+].[Na+]>O.C(O)(=O)C.C(#N)C.C1CCCCC1>[CH:2]1([O:5][N:6]2[C:11]([CH3:12])([CH3:13])[CH2:10][CH:9]([O:14][C:15](=[O:33])[CH2:16][CH2:17][CH2:18][CH2:19][CH2:20][CH2:21][CH2:22][CH2:23][CH2:24][CH2:25][CH2:26][CH2:27][CH2:28][CH2:29][CH2:30][CH2:31][CH3:32])[CH2:8][C:7]2([CH3:34])[CH3:35])[CH2:1][CH2:9][CH2:8][CH2:7][CH2:34]1 |f:3.4.5|. Procedure details: A solution of 0.116 g (0.429 mmol) of ferric chloride hexahydrate and 0.096 g (1.60 mmol) of glacial acetic acid in 2 ml of water is added to a mixture of 5.08 g (11.6 mmol) of 1-oxyl-4-octadecanoyloxy-2,2,6,6-tetramethylpiperidine, 40 ml of cyclohexane, and 60 ml of acetonitrile that has been heated to 60°. A solution of 3.36 g (49.4 mmol) of aqueous 50% hydrogen peroxide is added to the reaction mixture dropwise over 2.5 hours at the reflux temperature of 60-62°. A solution of 0.033 g of ferri... Starting materials: BrCCCCCCCCCCCCCC (1-Bromotetradecane), C1CCOC1 (THF). Run at time 8 hour. Product: C(CCCCCCCCCCCCC)C=1OC=CC1 (2-(tetradecyl)furan), compound ( 20 ). Yield: 77.0%. Reaction SMILES: Br[CH2:2][CH2:3][CH2:4][CH2:5][CH2:6][CH2:7][CH2:8][CH2:9][CH2:10][CH2:11][CH2:12][CH2:13][CH2:14][CH3:15].[CH2:16]1[CH2:20][O:19][CH2:18][CH2:17]1>>[CH2:2]([C:18]1[O:19][CH:20]=[CH:16][CH:17]=1)[CH2:3][CH2:4][CH2:5][CH2:6][CH2:7][CH2:8][CH2:9][CH2:10][CH2:11][CH2:12][CH2:13][CH2:14][CH3:15]. Procedure: 1-Bromotetradecane (2.05 g, 8.17 mmol) in THF (4 mL) was added dropwise and the resulting solution was warmed to room temperature and stirred overnight. The reaction was quenched with a saturated solution of NH4Cl (5 mL). The organic layer was removed and the aqueous layer extracted with ether (3×5 mL). The combined organic layers were washed with a saturated solution of NaHCO3 (1×5 mL), brine (1×5 mL), dried over MgSO4, filtered and concentrated. The crude residue was passed through a small sil...